describe an organic reaction: reactants, conditions, products, and yield From a dataset of the Open Reaction Database (ORD), a public repository of structured organic reaction records. The reactants are CO, Cl, C[Si](C)(C)CCOCn1nc(I)c2cnc(Oc3ccc(F)cc3F)nc21. Product: Fc1ccc(Oc2ncc3c(I)n[nH]c3n2)c(F)c1. As a reaction SMILES: [CH3:29][OH:30].[ClH:28].[F:1][c:2]1[c:3]([O:4][c:5]2[n:6][cH:7][c:8]3[c:9]([n:10]2)[n:11]([CH2:15][O:16][CH2:17][CH2:18][Si:19]([CH3:20])([CH3:21])[CH3:22])[n:12][c:13]3[I:14])[cH:23][cH:24][c:25]([F:27])[cH:26]1>>[F:1][c:2]1[c:3]([O:4][c:5]2[n:6][cH:7][c:8]3[c:9]([n:10]2)[nH:11][n:12][c:13]3[I:14])[cH:23][cH:24][c:25]([F:27])[cH:26]1. The reactants are C12(CC3CC(CC(C1)C3)C2)C2=C(C=C(C(=O)OC3=CC=C(C(=O)OCC1=CC=CC=C1)C=C3)C=C2)OC (benzyl 4-[4-(1-adamantyl)-3-methoxybenzoyloxy]benzoate). Solvent: O1CCOCC1 (dioxane). Run at time 3 hour. Product: C12(CC3CC(CC(C1)C3)C2)C2=C(C=C(C(=O)OC3=CC=C(C(=O)O)C=C3)C=C2)OC (4-[4-(1-adamantyl)-3-methoxybenzoyloxy]benzoic acid). RXN SMILES: [C:1]12([C:11]3[CH:35]=[CH:34][C:14]([C:15]([O:17][C:18]4[CH:33]=[CH:32][C:21]([C:22]([O:24]CC5C=CC=CC=5)=[O:23])=[CH:20][CH:19]=4)=[O:16])=[CH:13][C:12]=3[O:36][CH3:37])[CH2:10][CH:5]3[CH2:6][CH:7]([CH2:9][CH:3]([CH2:4]3)[CH2:2]1)[CH2:8]2>O1CCOCC1>[C:1]12([C:11]3[CH:35]=[CH:34][C:14]([C:15]([O:17][C:18]4[CH:19]=[CH:20][C:21]([C:22]([OH:24])=[O:23])=[CH:32][CH:33]=4)=[O:16])=[CH:13][C:12]=3[O:36][CH3:37])[CH2:2][CH:3]3[CH2:9][CH:7]([CH2:6][CH:5]([CH2:4]3)[CH2:10]1)[CH2:8]2. Procedure details: 1.8 g (3.6 mmol) of benzyl 4-[4-(1-adamantyl)-3-methoxybenzoyloxy]benzoate and 50 ml of dioxane were introduced into a reactor. After flushing the reactor with nitrogen, 1 g of Pd-on-charcoal (10%) was introduced, followed by hydrogen at a pressure of 7.5 bar. The mixture was stirred at room temperature for 3 hours, the catalyst was filtered off and the filtrate was evaporated. The residue obtained was triturated from 40 ml of ethyl ether and filtered. 1.1 g (71%) of the expected acid, having a ... The reactants are FC(C(=O)NCCC1=CC=C(C=C1)SC1=CC=C(C=C1)OC)(F)F (2,2,2-trifluoro-N-[2-[4-[(4-methoxyphenyl)thio]phenyl]ethyl]-acetamide), B(Br)(Br)Br (boron tribromide). Solvent: ClCCl (dichloromethane), ClCCl (dichloromethane). Run at time 15 hour. The product is FC(C(=O)NCCC1=CC=C(C=C1)SC1=CC=C(C=C1)O)(F)F (2,2,2-trifluoro-N-[2-[4-[(4-hydroxyphenyl)thio]phenyl]ethyl]acetamide). Yield: 98.6%. Reaction SMILES: [F:1][C:2]([F:24])([F:23])[C:3]([NH:5][CH2:6][CH2:7][C:8]1[CH:13]=[CH:12][C:11]([S:14][C:15]2[CH:20]=[CH:19][C:18]([O:21]C)=[CH:17][CH:16]=2)=[CH:10][CH:9]=1)=[O:4].B(Br)(Br)Br>ClCCl>[F:24][C:2]([F:1])([F:23])[C:3]([NH:5][CH2:6][CH2:7][C:8]1[CH:9]=[CH:10][C:11]([S:14][C:15]2[CH:20]=[CH:19][C:18]([OH:21])=[CH:17][CH:16]=2)=[CH:12][CH:13]=1)=[O:4]. Reported procedure: Under nitrogen at 4° C., to a solution of 2,2,2-trifluoro-N-[2-[4-[(4-methoxyphenyl)thio]phenyl]ethyl]-acetamide (1.5 g) in dichloromethane (15 ml) was added 1M boron tribromide in dichloromethane (10.5 ml), and the mixture was stirred at room temperature for 15 hours. The mixture was evaporated under reduced pressure. The residue was dissolved in a mixture of dichloromethane and saturated aqueous sodium bicarbonate. After separation, the organic layer was dried over magnesium sulfate and evapor... Yields the product COc1ccc2c(O)cc(C(=O)O)nc2c1Cl. RXN SMILES: [CH2:21]1[O:22][CH2:23][CH2:24][CH2:25]1.[CH3:19][OH:20].[Cl:1][c:2]1[c:3]([O:17][CH3:18])[cH:4][cH:5][c:6]2[c:7]([OH:16])[cH:8][c:9]([C:12](=[O:13])[O:14][CH3:15])[n:10][c:11]12.[Li+:27].[OH-:26].[OH2:28]>>[Cl:1][c:2]1[c:3]([O:17][CH3:18])[cH:4][cH:5][c:6]2[c:7]([OH:16])[cH:8][c:9]([C:12](=[O:13])[OH:14])[n:10][c:11]12. The reactants are C1CCOC1, CO, COC(=O)c1cc(O)c2ccc(OC)c(Cl)c2n1, [Li+], [OH-], O. Starting materials: Cl (HCl), aq. solution, O[Li].O (LiOH.H2O), C(C)OC1=C(C=C(C=C1)F)[C@@H]1N(CCC1)C1=CC=2N(C=C1)N=CC2C(=O)OCC ((R)-ethyl 5-(2-(2-ethoxy-5-fluorophenyl)pyrrolidin-1-yl)pyrazolo[1,5-a]pyridine-3-carboxylate). The solvent is C(C)O (ethanol), O (water). Reaction conditions: time 8 hour. Product: C(C)OC1=C(C=C(C=C1)F)[C@@H]1N(CCC1)C1=CC=2N(C=C1)N=CC2C(=O)O ((R)-5-(2-(2-ethoxy-5-fluorophenyl)pyrrolidin-1-yl)pyrazolo[1,5-a]pyridine-3-carboxylic Acid). Reaction SMILES: O[Li].O.[CH2:4]([O:6][C:7]1[CH:12]=[CH:11][C:10]([F:13])=[CH:9][C:8]=1[C@H:14]1[CH2:18][CH2:17][CH2:16][N:15]1[C:19]1[CH:24]=[CH:23][N:22]2[N:25]=[CH:26][C:27]([C:28]([O:30]CC)=[O:29])=[C:21]2[CH:20]=1)[CH3:5].Cl>C(O)C.O>[CH2:4]([O:6][C:7]1[CH:12]=[CH:11][C:10]([F:13])=[CH:9][C:8]=1[C@H:14]1[CH2:18][CH2:17][CH2:16][N:15]1[C:19]1[CH:24]=[CH:23][N:22]2[N:25]=[CH:26][C:27]([C:28]([OH:30])=[O:29])=[C:21]2[CH:20]=1)[CH3:5] |f:0.1|. Reported procedure: 1M aq. solution of LiOH.H2O (0.4 mL) was added to a stirred solution of (R)-ethyl 5-(2-(2-ethoxy-5-fluorophenyl)pyrrolidin-1-yl)pyrazolo[1,5-a]pyridine-3-carboxylate (Int-77) (0.12 g, 0.32 mmol) in ethanol (5 mL) and the stirring was continued at 90° C. for 8 h. The reaction mixture was concentrated under reduced pressure to afford the crude, which was diluted with cold water (20 mL) and acidified with 2N HCl solution to pH=2, solid precipitated out was filtered and dried to afford the desired c... Reactants: ClCCCCCCCC (1-Chlorooctane), C(OC)(OC)=O (dimethyl carbonate), C(=O)=O (carbon dioxide). Solvent: stainless steel. Run at temperature 150 celsius, time 2 hour. The product is C(OC)(OCCCCCCCC)=O (methyl 1-octyl carbonate). Isolated yield 14.9%. As a reaction SMILES: Cl[CH2:2][CH2:3][CH2:4][CH2:5][CH2:6][CH2:7][CH2:8][CH3:9].[C:10](=[O:15])([O:13]C)[O:11][CH3:12].C(=O)=O>>[C:10](=[O:13])([O:15][CH2:2][CH2:3][CH2:4][CH2:5][CH2:6][CH2:7][CH2:8][CH3:9])[O:11][CH3:12]. Reported procedure: 1-Chlorooctane (297.36 g, 1.0 mole), dimethyl carbonate (450 g, 5.0 moles) and 30.0 g of DOWEX® MWA-1 beads (Trademark of The Dow Chemical Company) are combined in a 2-liter stainless steel Paar bomb. The reactor is pressurized to 100 psi of carbon dioxide and heated with stirring to 150° C. After 2 hours, the bomb is cooled to room temperature and vented. After separating the catalyst by filtration, distillation gives 28.1 g (15 percent yield based on starting 1-chlorooctane) of methyl 1-octyl ...